From a dataset of the Open Reaction Database (ORD), a public repository of structured organic reaction records. describe an organic reaction: reactants, conditions, products, and yield Reactants: P(=O)(O)(O)[O-].[Na+] (sodium dihydrogenphosphate), ClC1=CC(=CC=C1)C(=O)OO (m-chloroperbenzoic acid), C(C)(=O)NC1CC2=CC=C(C=C2C1)C(CCl)=O (2-acetylamino-5-chloroacetylindan), C(Cl)(Cl)Cl (chloroform). Yields the product C(C)(=O)NC1CC2=CC=C(C=C2C1)OC(CCl)=O (2-acetylamino-5-chloroacetoxyindan). Yield: 48.0%. As a reaction SMILES: [C:1]([NH:4][CH:5]1[CH2:13][C:12]2[C:7](=[CH:8][CH:9]=[C:10](C(=O)CCl)[CH:11]=2)[CH2:6]1)(=[O:3])[CH3:2].P([O-])(O)(O)=O.[Na+].ClC1C=CC=[C:27]([C:31]([O:33]O)=[O:32])C=1.C(Cl)(Cl)[Cl:36]>>[C:1]([NH:4][CH:5]1[CH2:13][C:12]2[C:7](=[CH:8][CH:9]=[C:10]([O:33][C:31](=[O:32])[CH2:27][Cl:36])[CH:11]=2)[CH2:6]1)(=[O:3])[CH3:2] |f:1.2|. Reported procedure: To a suspension of 5.03 g of 2-acetylamino-5-chloroacetylindan in chloroform are added 6.8 g of sodium dihydrogenphosphate and 10.06 g of m-chloroperbenzoic acid, and the mixture is refluxed for 5 hours under stirring. The reaction mixture is evaporated to remove solvent and the residue is extracted with ethyl acetate. The extract is washed successively with an aqueous sodium bicarbonate solution and an aqueous 10% hydrochloric acid solution, dried and evaporated to remove solvent. The residue i... The reactants are C1(=CC=CC=C1)N1CCNCC1 (1-phenylpiperazine), ClCCC(COC1=CC(=CC=C1)C(F)(F)F)O (4-chloro-1-(3-trifluoromethylphenoxy)-2-butanol), C([O-])([O-])=O.[Na+].[Na+] (sodium carbonate). Solvent: C(CCC)O (1-butanol). Product: FC(C=1C=C(OCC(CCN2CCN(CC2)C2=CC=CC=C2)O)C=CC1)(F)F (1-(3-Trifluoromethylphenoxy)-4-(4-phenyl-1-piperazinyl)-2-butanol). Isolated yield 42.3%. Reaction SMILES: [C:1]1([N:7]2[CH2:12][CH2:11][NH:10][CH2:9][CH2:8]2)[CH:6]=[CH:5][CH:4]=[CH:3][CH:2]=1.Cl[CH2:14][CH2:15][CH:16]([OH:29])[CH2:17][O:18][C:19]1[CH:24]=[CH:23][CH:22]=[C:21]([C:25]([F:28])([F:27])[F:26])[CH:20]=1.C(=O)([O-])[O-].[Na+].[Na+]>C(O)CCC>[F:26][C:25]([F:27])([F:28])[C:21]1[CH:20]=[C:19]([CH:24]=[CH:23][CH:22]=1)[O:18][CH2:17][CH:16]([OH:29])[CH2:15][CH2:14][N:10]1[CH2:11][CH2:12][N:7]([C:1]2[CH:6]=[CH:5][CH:4]=[CH:3][CH:2]=2)[CH2:8][CH2:9]1 |f:2.3.4|. Procedure details: This compound was prepared according to the procedure of Example 78. A mixture of 2.4 g (0.015 mole) of 1-phenylpiperazine, 4.0 g (0.015 mole) of 4-chloro-1-(3-trifluoromethylphenoxy)-2-butanol and 5.3 g (0.05 mole) of anhydrous sodium carbonate in 100 ml of 1-butanol gave 2.5 g (42%) of a tan powder, m.p. 73°-74° C. Recrystallizing solvent used was ligroin. Starting materials: C(C)(=O)OC(C)=O (acetic anhydride), [N+](=O)([O-])C1=C(C(=[N+](C=C1C)[O-])C)C (4-nitro-2,3,5-trimethylpyridine-N-oxide), C(C)(=O)O (acetic acid), [OH-].[Na+] (Sodium hydroxide). The solvent is CO (methanol), C1(=CC=CC=C1)C (toluene), C(Cl)Cl (methylene chloride). Reaction conditions: temperature 85 celsius, time 4 hour. The product is OCC1=NC=C(C(=C1C)[N+](=O)[O-])C (2-hydroxymethyl-3,5-dimethyl-4-nitropyridine), crude material. As a reaction SMILES: C(O[C:5](=[O:7])[CH3:6])(=O)C.[N+:8]([C:11]1[C:16](C)=[CH:15][N+:14]([O-])=[C:13](C)[C:12]=1[CH3:20])([O-:10])=[O:9].C(O)(=O)C.[OH-].[Na+]>C1(C)C=CC=CC=1.C(Cl)Cl.CO>[OH:7][CH2:5][C:6]1[C:16]([CH3:15])=[C:11]([N+:8]([O-:10])=[O:9])[C:12]([CH3:20])=[CH:13][N:14]=1 |f:3.4|. Procedure details: 151.3 gms (1.4833 mole) of acetic anhydride was added at 45-50° C. to a mixture of 90.0 gm (o.4595 moles) of 4-nitro-2,3,5-trimethylpyridine-N-oxide of formula-IV and 45.0 gms of acetic acid and heated to 85° C. and maintained at the temperature at 85-90° C. for 4 hrs. 75 ml of methanol was added to the reaction mixture at room temperature and distilled off acetic acid and methanol at temperature of 60-65° C. under vacuum to get an oil. 40% Sodium hydroxide solution (240 g) was added to the cool... The reactants are CC1(OCCO1)C1=CC=C(O1)CN1N=C(C=C1)N (1-[5-(2-methyl-[1,3]dioxolan-2-yl)-furan-2-ylmethyl]-1H-pyrazol-3-ylamine), FC(C1=C(C=CC=C1)/C=C/C(=O)O)(F)F ((E)-3-(2-trifluoromethyl-phenyl)-acrylic acid). Product: C(C)(=O)C1=CC=C(O1)CN1N=C(C=C1)NC(\C=C\C1=C(C=CC=C1)C(F)(F)F)=O ((E)-N-[1-(5-Acetyl-furan-2-ylmethyl)-1H-pyrazol-3-yl]-3-(2-trifluoromethyl-phenyl)-acrylamide). RXN SMILES: [CH3:1][C:2]1([C:7]2[O:11][C:10]([CH2:12][N:13]3[CH:17]=[CH:16][C:15]([NH2:18])=[N:14]3)=[CH:9][CH:8]=2)[O:6]CCO1.[F:19][C:20]([F:33])([F:32])[C:21]1[CH:26]=[CH:25][CH:24]=[CH:23][C:22]=1/[CH:27]=[CH:28]/[C:29](O)=[O:30]>>[C:2]([C:7]1[O:11][C:10]([CH2:12][N:13]2[CH:17]=[CH:16][C:15]([NH:18][C:29](=[O:30])/[CH:28]=[CH:27]/[C:22]3[CH:23]=[CH:24][CH:25]=[CH:26][C:21]=3[C:20]([F:32])([F:33])[F:19])=[N:14]2)=[CH:9][CH:8]=1)(=[O:6])[CH3:1]. Procedure details: Following general procedure B followed by either C or D, starting from 1-[5-(2-methyl-[1,3]dioxolan-2-yl)-furan-2-ylmethyl]-1H-pyrazol-3-ylamine and (E)-3-(2-trifluoromethyl-phenyl)-acrylic acid. Reactants: [H-].[Na+] (Sodium hydride), CN1C=C(C2=CC=CC=C12)C=1C(OC(C1C1=CNC2=CC=CC=C12)=O)=O (3-(1-methyl-indol-3-yl)-4-(indol-3yl)-furan-2,5-dione), ClCC1=NC(=CC=C1)CCl (2,6-bis-chloromethyl-pyridine). Solvent: CN(C=O)C (dimethylformamide). Reaction conditions: time 65 hour. Product: ClCC1=CC=CC(=N1)CN1C=C(C2=CC=CC=C12)C=1C(OC(C1C1=CN(C2=CC=CC=C12)C)=O)=O (3-[1-(6-Chloromethyl-pyridin-2-ylmethyl)-indol-3-yl]-4-(1-methyl-indol-3yl)-furan-2,5-dione). As a reaction SMILES: [H-].[Na+].[CH3:3][N:4]1[C:12]2[C:7](=[CH:8][CH:9]=[CH:10][CH:11]=2)[C:6]([C:13]2[C:14](=[O:28])[O:15][C:16](=[O:27])[C:17]=2[C:18]2[C:26]3[C:21](=[CH:22][CH:23]=[CH:24][CH:25]=3)[NH:20][CH:19]=2)=[CH:5]1.Cl[CH2:30][C:31]1[CH:36]=[CH:35][CH:34]=[C:33]([CH2:37][Cl:38])[N:32]=1>CN(C)C=O>[Cl:38][CH2:37][C:33]1[N:32]=[C:31]([CH2:30][N:20]2[C:21]3[C:26](=[CH:25][CH:24]=[CH:23][CH:22]=3)[C:18]([C:17]3[C:16](=[O:27])[O:15][C:14](=[O:28])[C:13]=3[C:6]3[C:7]4[C:12](=[CH:11][CH:10]=[CH:9][CH:8]=4)[N:4]([CH3:3])[CH:5]=3)=[CH:19]2)[CH:36]=[CH:35][CH:34]=1 |f:0.1|. Procedure: Sodium hydride (60% dispersion in oil, 42 mg, 1.8 mmol), 3-(1-methyl-indol-3-yl)-4-(indol-3yl)-furan-2,5-dione (236 mg, 0.7 mmol) and dimethylformamide (8 mL) were stirred at room temperature for 1 h. The reaction mixture was cooled with ice and 2,6-bis-chloromethyl-pyridine (520 mg, 3.0 mmol) was added in one portion. Stirring was continued at room temperature for 65 h. The solvent was evaporated and the residue partitioned between ethyl acetate and water. The organic phase was washed with wate... Reactants: CC(C[C@H](N)C(=O)O)C(=O)O (γ-methyl-L-glutamic acid), poly-γ-methyl-L-glutamic acid, C(CCCCC)C(C[C@H](N)C(=O)O)C(=O)O (γ-hexyl-L-glutamic acid), C(CCCCC)C(C[C@H](N)C(=O)O)C(=O)O (γ-hexyl-L-glutamic acid), CC(C[C@H](N)C(=O)O)C(=O)O (γ-methyl-L-glutamic acid), CC(C[C@H](N)C(=O)O)C(=O)O (γ-methyl-L-glutamic acid), copolymer. Run in deuterated trifluoroacetic acid. Product: CC(C[C@H](N)C(=O)O)C(=O)O.C(CCCCC)C(C[C@H](N)C(=O)O)C(=O)O (γ-methyl-L-glutamic acid γ-hexyl-L-glutamic acid). As a reaction SMILES: [CH3:1][CH:2]([C:9]([OH:11])=[O:10])[CH2:3][C@@H:4]([C:6]([OH:8])=[O:7])[NH2:5].[CH2:12]([CH:18]([C:25]([OH:27])=[O:26])[CH2:19][C@@H:20]([C:22]([OH:24])=[O:23])[NH2:21])[CH2:13][CH2:14][CH2:15][CH2:16][CH3:17]>>[CH3:1][CH:2]([C:9]([OH:11])=[O:10])[CH2:3][C@@H:4]([C:6]([OH:8])=[O:7])[NH2:5].[CH2:12]([CH:18]([C:25]([OH:27])=[O:26])[CH2:19][C@@H:20]([C:22]([OH:24])=[O:23])[NH2:21])[CH2:13][CH2:14][CH2:15][CH2:16][CH3:17] |f:2.3|. Reported procedure: The synthesized copolymer (10 mg) was dissolved in deuterated trifluoroacetic acid, and the 1H NMR was measured. As a result, a peak derived from the methyl group of γ-methyl-L-glutamic acid was detected near 3.8 ppm, and a peak derived from the proton at the α-position of γ-methyl-L-glutamic acid and γ-hexyl-L-glutamic acid was detected near 4.7 ppm. When peak area near 3.8 ppm is A and that near 4.7 ppm is B, A/B=1.17. Since A/B=3.00 for poly-γ-methyl-L-glutamic acid, the decreased portion is ... Isolated yield 69.1%. The solvent is CN(C=O)C (N,N-dimethylformamide), CN(C=O)C (N,N-dimethylformamide). As a reaction SMILES: [OH:1][CH:2]1[CH2:7][CH2:6][N:5]([C:8]([O:10][CH2:11][CH3:12])=[O:9])[CH2:4][CH2:3]1.[H-].[Na+].Cl[C:16]1[N:20]([CH2:21][CH2:22][O:23][CH2:24][CH3:25])[C:19]2[CH:26]=[CH:27][CH:28]=[CH:29][C:18]=2[N:17]=1>CN(C)C=O>[CH2:24]([O:23][CH2:22][CH2:21][N:20]1[C:19]2[CH:26]=[CH:27][CH:28]=[CH:29][C:18]=2[N:17]=[C:16]1[O:1][CH:2]1[CH2:3][CH2:4][N:5]([C:8]([O:10][CH2:11][CH3:12])=[O:9])[CH2:6][CH2:7]1)[CH3:25] |f:1.2|. Procedure: To a stirred mixture of 34.64 parts of ethyl 4-hydroxy-1-piperidinecarboxylate and 940 parts of N,N-dimethylformamide were added portionwise 10 parts of a sodium hydride dispersion 50% at room temperature under nitrogen atmosphere. Upon complete addition, stirring was continued for 1 hour at room temperature. A solution of 45 parts of 2-chloro-1-(2-ethoxyethyl)-1H-benzimidazole in N,N-dimethylformamide was added dropwise at 50° C. Upon completion, the whole was stirred overnight at 50° C. The re... Run at time 1 hour. Starting materials: 34.64, OC1CCN(CC1)C(=O)OCC (ethyl 4-hydroxy-1-piperidinecarboxylate), 45, ClC1=NC2=C(N1CCOCC)C=CC=C2 (2-chloro-1-(2-ethoxyethyl)-1H-benzimidazole), [H-].[Na+] (sodium hydride), ice water. The product is C(C)OCCN1C(=NC2=C1C=CC=C2)OC2CCN(CC2)C(=O)OCC (ethyl 4-[[1-(2-ethoxyethyl)-1H-benzimidazol-2-yl]oxy]-1-piperidinecarboxylate), compound 19. Starting materials: C(C)OC(CCC1=C(C=C(C=C1)OCC=1SC(=C(C1)OC)C(O[SiH2]C(C)(C)C)(C)C)F)=O (3-{4-[5-(tert-butyl-dimethyl-silanyloxymethyl)-4-methoxy-thiophen-2-ylmethoxy]-2-fluoro-phenyl}-propionicacid ethyl ester), [F-].C(CCC)[N+](CCCC)(CCCC)CCCC (tetra-n-butylammoniumfluoride). The solvent is C1CCOC1 (THF). Conditions: temperature 25 celsius, time 30 minute. The product is FC1=C(C=CC(=C1)OCC=1SC(=C(C1)OC)CO)CCC(=O)OCC (Ethyl 3-[2-fluoro-4-[[5-(hydroxymethyl)-4-methoxy-2-thienyl]methoxy]phenyl]propanoate). Yield: 108.6%. RXN SMILES: [CH2:1]([O:3][C:4](=[O:32])[CH2:5][CH2:6][C:7]1[CH:12]=[CH:11][C:10]([O:13][CH2:14][C:15]2[S:16][C:17]([C:22](C)(C)[O:23][SiH2]C(C)(C)C)=[C:18]([O:20][CH3:21])[CH:19]=2)=[CH:9][C:8]=1[F:31])[CH3:2].[F-].C([N+](CCCC)(CCCC)CCCC)CCC>C1COCC1>[F:31][C:8]1[CH:9]=[C:10]([O:13][CH2:14][C:15]2[S:16][C:17]([CH2:22][OH:23])=[C:18]([O:20][CH3:21])[CH:19]=2)[CH:11]=[CH:12][C:7]=1[CH2:6][CH2:5][C:4]([O:3][CH2:1][CH3:2])=[O:32] |f:1.2|. Procedure: To a solution of 3-{4-[5-(tert-butyl-dimethyl-silanyloxymethyl)-4-methoxy-thiophen-2-ylmethoxy]-2-fluoro-phenyl}-propionicacid ethyl ester (0.5 g, 1.0 mmol) in THF (5 mL) is added tetra-n-butylammoniumfluoride (1M solution in THF, 2 mL, 2.0 mmol) at 0° C. and the reaction mixture is stirred for 30 minutes at 25° C. The reaction mixture is quenched with water and evaporated to a residue. The residue is extracted with EtOAc, washed with water (15 mL) and brine (15 mL), dried over sodium sulfate, f... Procedure: To Latanoprost free acid (CAS #41639-83-2) (1, 21.2 mg, 0.054 mmol) in MeOH/H2O (4:1, 0.65 mL) was added L-Arginine (>98%, Sigma-Aldrich, St. Louis, Mo.). (72 mM solution in MeOH/H2O [4:1]) (754 μL, 0.054 mmol) and the solution was stirred for 30 minutes. The solvents were evaporated then azeotroped with Et2O and hexanes to give white crystalline Latanoprost-L-Arginine salt 2 (quantitative). The reactants are CC(C)OC(=O)CCC/C=C\C[C@H]1[C@H](C[C@H]([C@@H]1CC[C@H](CCC2=CC=CC=C2)O)O)O (Latanoprost free acid), N[C@@H](CCCNC(N)=N)C(=O)O (L-Arginine), solution. Run in CO.O (MeOH H2O), CO.O (MeOH H2O). The product is CC(C)OC(=O)CCC/C=C\C[C@H]1[C@H](C[C@H]([C@@H]1CC[C@H](CCC=2C=CC=CC2)O)O)O.N[C@@H](CCCNC(N)=N)C(=O)O (Latanoprost L-Arginine). RXN SMILES: [CH3:1][CH:2]([O:4][C:5]([CH2:7][CH2:8][CH2:9]/[CH:10]=[CH:11]\[CH2:12][C@@H:13]1[C@@H:17]([CH2:18][CH2:19][C@@H:20]([OH:29])[CH2:21][CH2:22][C:23]2[CH:28]=[CH:27][CH:26]=[CH:25][CH:24]=2)[C@H:16]([OH:30])[CH2:15][C@@H:14]1[OH:31])=[O:6])[CH3:3].[NH2:32][C@H:33]([C:41]([OH:43])=[O:42])[CH2:34][CH2:35][CH2:36][NH:37][C:38](=[NH:40])[NH2:39]>CO.O>[CH3:3][CH:2]([O:4][C:5]([CH2:7][CH2:8][CH2:9]/[CH:10]=[CH:11]\[CH2:12][C@@H:13]1[C@@H:17]([CH2:18][CH2:19][C@@H:20]([OH:29])[CH2:21][CH2:22][C:23]2[CH:28]=[CH:27][CH:26]=[CH:25][CH:24]=2)[C@H:16]([OH:30])[CH2:15][C@@H:14]1[OH:31])=[O:6])[CH3:1].[NH2:32][C@H:33]([C:41]([OH:43])=[O:42])[CH2:34][CH2:35][CH2:36][NH:37][C:38](=[NH:39])[NH2:40] |f:2.3,4.5|. Reactants: CC1=C(C=C2C=CNC(C2=C1)=O)NC(C)=O (N-(7-Methyl-1-oxo-1,2-dihydro-isoquinolin-6-yl)-acetamide), Cl (HCl). Run in CCO (EtOH). Reaction conditions: time 6 hour. Product: NC=1C=C2C=CNC(C2=CC1C)=O (6-Amino-7-methyl-2H-isoquinolin-1one). Isolated yield 68.0%. Reaction SMILES: [CH3:1][C:2]1[CH:11]=[C:10]2[C:5]([CH:6]=[CH:7][NH:8][C:9]2=[O:12])=[CH:4][C:3]=1[NH:13]C(=O)C.Cl>CCO>[NH2:13][C:3]1[CH:4]=[C:5]2[C:10](=[CH:11][C:2]=1[CH3:1])[C:9](=[O:12])[NH:8][CH:7]=[CH:6]2. Procedure details: N-(7-Methyl-1-oxo-1,2-dihydro-isoquinolin-6-yl)-acetamide (0.366 g, 1.69 mmol) and conc. HCl (0.5 mL) is heated to reflux in EtOH (0.84 mL). After 6 hours, the mixture is concentrated to dryness, then diluted with water and basified using 1 N NaOH until pH is ca. 10. The aqueous solution is extracted with methylene chloride (4×50 mL) and the organic layers are combined and washed with brine, dried over MgSO4, filtered and concentrated. The crude product is purified by column chromatography eluti...